This data is from the Open Reaction Database (ORD), a public repository of structured organic reaction records. The task is: describe an organic reaction: reactants, conditions, products, and yield Starting materials: CCCCCCCC(=O)Cl, CCCC[N+](CCCC)(CCCC)Cc1ccccc1, Cc1ccccc1, [Cl-], [Cl-], [Na+], O, N#Cc1cc(Br)c(O)c(Br)c1. Product: CCCCCCCC(=O)Oc1c(Br)cc(C#N)cc1Br. RXN SMILES: [C:15]([CH2:16][CH2:17][CH2:18][CH2:19][CH2:20][CH2:21][CH3:22])(=[O:23])[Cl:24].[CH2:26]([N+:27]([CH2:28][CH2:29][CH2:30][CH3:31])([CH2:32][CH2:33][CH2:34][CH3:35])[CH2:36][CH2:37][CH2:38][CH3:39])[c:40]1[cH:41][cH:42][cH:43][cH:44][cH:45]1.[CH3:46][c:47]1[cH:48][cH:49][cH:50][cH:51][cH:52]1.[Cl-:13].[Cl-:25].[Na+:12].[OH2:14].[OH:1][c:2]1[c:3]([Br:4])[cH:5][c:6]([C:10]#[N:11])[cH:7][c:8]1[Br:9]>>[O:1]([c:2]1[c:3]([Br:4])[cH:5][c:6]([C:10]#[N:11])[cH:7][c:8]1[Br:9])[C:15]([CH2:16][CH2:17][CH2:18][CH2:19][CH2:20][CH2:21][CH3:22])=[O:23]. The reactants are Cc1ccc2[nH]c3c(c2c1)C(C(=O)O)CCC3, CN(C)C=O, ClCc1ccccc1, [Na+], [Na+], O=C([O-])[O-]. Product: Cc1ccc2[nH]c3c(c2c1)C(C(=O)OCc1ccccc1)CCC3. Reaction SMILES: [CH3:1][c:2]1[cH:3][c:4]2[c:5]3[c:10]([nH:11][c:12]2[cH:13][cH:14]1)[CH2:9][CH2:8][CH2:7][CH:6]3[C:15](=[O:16])[OH:17].[CH3:32][N:33]([CH3:34])[CH:35]=[O:36].[Cl:18][CH2:19][c:20]1[cH:21][cH:22][cH:23][cH:24][cH:25]1.[Na+:26].[Na+:27].[O-:28][C:29](=[O:30])[O-:31]>>[CH3:1][c:2]1[cH:3][c:4]2[c:5]3[c:10]([nH:11][c:12]2[cH:13][cH:14]1)[CH2:9][CH2:8][CH2:7][CH:6]3[C:15](=[O:16])[O:17][CH2:19][c:20]1[cH:21][cH:22][cH:23][cH:24][cH:25]1. Reactants: OC1(CCNCC1)C1=CC=C(C=C1)C(F)(F)F (4-hydroxy-4-(α,α,α-trifluoro-p-tolyl)piperidine), Cl (hydrochloric acid). Run in C(C)(=O)O (acetic acid). Yields the product Cl.FC(C1=CC=C(C=C1)C=1CCNCC1)(F)F (1,2,3,6-tetrahydro-4-(α,α,α-trifluoro-p-tolyl)-pyridine hydrochloride). RXN SMILES: O[C:2]1([C:8]2[CH:13]=[CH:12][C:11]([C:14]([F:17])([F:16])[F:15])=[CH:10][CH:9]=2)[CH2:7][CH2:6][NH:5][CH2:4][CH2:3]1.[ClH:18]>C(O)(=O)C>[ClH:18].[F:17][C:14]([F:15])([F:16])[C:11]1[CH:10]=[CH:9][C:8]([C:2]2[CH2:7][CH2:6][NH:5][CH2:4][CH:3]=2)=[CH:13][CH:12]=1 |f:3.4|. Procedure details: A solution of 4.9 g. of 4-hydroxy-4-(α,α,α-trifluoro-p-tolyl)piperidine in 33 ml. of 37% hydrochloric acid solution and 66 ml. of acetic acid is stirred at reflux temperature for 18 hours. The solution is evaporated and the residue is triturated with acetone to give white crystals, m.p. 213°-215°C. RXN SMILES: [C:31](=[O:32])([O-:33])[O-:34].[CH3:38][C:39]#[N:40].[F:1][C:2]([CH2:3][CH2:4][CH2:5][O:6][c:7]1[cH:8][cH:9][cH:10][c:11]([CH3:12])[c:13]1[S:14]([O-:15])(=[O:16])=[O:17])([C:18]([F:19])([F:20])[F:21])[F:22].[K+:35].[K+:36].[NH2:23][CH2:24][c:25]1[cH:26][cH:27][cH:28][cH:29][cH:30]1.[OH2:37]>>[F:1][C:2]([CH2:3][CH2:4][CH2:5][NH:23][CH2:24][c:25]1[cH:26][cH:27][cH:28][cH:29][cH:30]1)([C:18]([F:19])([F:20])[F:21])[F:22]. Product: FC(F)(F)C(F)(F)CCCNCc1ccccc1. The reactants are O=C([O-])[O-], CC#N, Cc1cccc(OCCCC(F)(F)C(F)(F)F)c1S(=O)(=O)[O-], [K+], [K+], NCc1ccccc1, O.